This data is from the Open Reaction Database (ORD), a public repository of structured organic reaction records. The task is: describe an organic reaction: reactants, conditions, products, and yield The reactants are ClC1=C(C=CC(=C1)CCNC1=NC=CC(=N1)C1=CC(=CC=C1)CNC(C)C)O (2-Chloro-4-(2-{4-[3-(isopropylamino-methyl)-phenyl]-pyrimidin-2-ylamino}-ethyl)-phenol), 570, ClC1=C(C=CC(=C1)CCNC1=NC=CC(=N1)C1=CC(=CC=C1)CNC(C)C)O (2-Chloro-4-(2-{4-[3-(isopropylamino-methyl)-phenyl]-pyrimidin-2-ylamino}-ethyl)-phenol), FC(C1=NC=C(C(=O)O)C=C1)(F)F (6-trifluoromethyl-nicotinic acid). The product is ClC=1C=C(C=CC1O)CCNC1=NC=CC(=N1)C=1C=C(CN(C(C2=CN=C(C=C2)C(F)(F)F)=O)C(C)C)C=CC1 (N-(3-{2-[2-(3-Chloro-4-hydroxy-phenyl)-ethylamino]pyrimidin-4-yl}-benzyl)-N-isopropyl-6-trifluoromethyl-nicotinamide). Reaction SMILES: [Cl:1][C:2]1[CH:7]=[C:6]([CH2:8][CH2:9][NH:10][C:11]2[N:16]=[C:15]([C:17]3[CH:22]=[CH:21][CH:20]=[C:19]([CH2:23][NH:24][CH:25]([CH3:27])[CH3:26])[CH:18]=3)[CH:14]=[CH:13][N:12]=2)[CH:5]=[CH:4][C:3]=1[OH:28].[F:29][C:30]([F:41])([F:40])[C:31]1[CH:39]=[CH:38][C:34]([C:35](O)=[O:36])=[CH:33][N:32]=1>>[Cl:1][C:2]1[CH:7]=[C:6]([CH2:8][CH2:9][NH:10][C:11]2[N:16]=[C:15]([C:17]3[CH:18]=[C:19]([CH:20]=[CH:21][CH:22]=3)[CH2:23][N:24]([CH:25]([CH3:26])[CH3:27])[C:35](=[O:36])[C:34]3[CH:38]=[CH:39][C:31]([C:30]([F:41])([F:29])[F:40])=[N:32][CH:33]=3)[CH:14]=[CH:13][N:12]=2)[CH:5]=[CH:4][C:3]=1[OH:28]. Procedure: 2-Chloro-4-(2-{4-[3-(isopropylamino-methyl)-phenyl]-pyrimidin-2-ylamino}-ethyl)-phenol (compound 132) was coupled with 6-trifluoromethyl-nicotinic acid following procedure D2. LC-MS showed the product had the expected M+H+ of 570. 1H NMR (Varian 300 MHz, CDCl3, shifts relative to the solvent peak at 7.24 ppm) δ 9.5 (s, 1H)) 8.6 (d, 1H) 8.5 (s, 1H) 8.2 (d, 1H) 8.1 (s, 1H) 7.9 (m, 2H) 7.5 (m, 1H) 7.4 (m, 2H) 7.2 (s, 1H) 6.9 (d, 1H) 5.7 (s, br, 1H) 3.9 (s, 2H) 3.7 (m, 2H) 3.1 (m, 1H) 3.0 (m, 2H) 1.... The reactants are [N-]=[N+]=[N-].[Na+] (sodium azide), CS(=O)(=O)OCC1=CC=C(C=C1)C1=C(C2=C(N(N=N2)CC2CC2)C=C1)C(F)(F)F (4-[1-(Cyclopropylmethyl)-4-(trifluoromethyl)-1H-benzotriazole-5-yl]benzyl methanesulfonate), O (water). Solvent: CS(=O)C (dimethylsulfoxide). Conditions: time 30 minute. The product is N(=[N+]=[N-])CC1=CC=C(C=C1)C1=C(C2=C(N(N=N2)CC2CC2)C=C1)C(F)(F)F (5-[4-(azidomethyl)phenyl]-1-(cyclopropylmethyl)-4-(trifluoromethyl)-1H-benzotriazole). Reaction SMILES: CS(O[CH2:6][C:7]1[CH:12]=[CH:11][C:10]([C:13]2[CH:25]=[CH:24][C:16]3[N:17]([CH2:20][CH:21]4[CH2:23][CH2:22]4)[N:18]=[N:19][C:15]=3[C:14]=2[C:26]([F:29])([F:28])[F:27])=[CH:9][CH:8]=1)(=O)=O.[N-:30]=[N+:31]=[N-:32].[Na+].O>CS(C)=O>[N:30]([CH2:6][C:7]1[CH:12]=[CH:11][C:10]([C:13]2[CH:25]=[CH:24][C:16]3[N:17]([CH2:20][CH:21]4[CH2:23][CH2:22]4)[N:18]=[N:19][C:15]=3[C:14]=2[C:26]([F:29])([F:28])[F:27])=[CH:9][CH:8]=1)=[N+:31]=[N-:32] |f:1.2|. Reported procedure: 4-[1-(Cyclopropylmethyl)-4-(trifluoromethyl)-1H-benzotriazole-5-yl]benzyl methanesulfonate (185 mg, 0.435 mmol) was dissolved in dimethylsulfoxide, treated with sodium azide (141 mg, 2.17 mmol, 5 equiv) and placed into a preheated oil bath at 70° C. for 30 minutes. The mixture was cooled to ambient temperature, poured into water (150 mL) and extracted with ethyl acetate (2×100 mL). The combined organic extracts were dried with sodium sulfate, filtered and concentrated in vacuo, providing the tit... As a reaction SMILES: [Cl:1][C:2]1[CH:6]=[CH:5][S:4][C:3]=1[C:7]1[N:8]=[C:9]([NH2:12])[S:10][CH:11]=1.[CH2:13]([C:16]1[CH:21]=[CH:20][C:19]([S:22](Cl)(=[O:24])=[O:23])=[CH:18][CH:17]=1)[CH2:14][CH3:15]>>[Cl:1][C:2]1[CH:6]=[CH:5][S:4][C:3]=1[C:7]1[N:8]=[C:9]([NH:12][S:22]([C:19]2[CH:20]=[CH:21][C:16]([CH2:13][CH2:14][CH3:15])=[CH:17][CH:18]=2)(=[O:24])=[O:23])[S:10][CH:11]=1. The reactants are ClC1=C(SC=C1)C=1N=C(SC1)N (4-(3-chloro-2-thienyl)-1,3-thiazol-2-amine), C(CC)C1=CC=C(C=C1)S(=O)(=O)Cl (4-n-propylbenzenesulfonyl chloride). Product: ClC1=C(SC=C1)C=1N=C(SC1)NS(=O)(=O)C1=CC=C(C=C1)CCC (N-[4-(3-chloro-2-thienyl)-1,3-thiazol-2-yl]-4-propylbenzenesulfonamide), solid. Reported procedure: The title compound was prepared from 4-(3-chloro-2-thienyl)-1,3-thiazol-2-amine and 4-n-propylbenzenesulfonyl chloride as described in the synthetic METHOD B to give a brown-red solid (5.3 mg) with purity >90%. MS (pos) m/z 399.2, 401.2. Reactants: C(C1=CC=CC=C1)(=O)N=C=S (benzoyl isothiocyanate), OC(CNC(=S)NN)COC1=CC(=CC=C1)CN1CCCCC1 (N-[2-hydroxy-3-[3-(1-piperidinylmethyl)phenoxy]propyl]-hydrazine carbothioamide). Solvent: C1CCOC1 (THF). Run at time 8 hour. Yields the product C(C1=CC=CC=C1)(=O)NC=1SC(=NN1)NCC(COC1=CC(=CC=C1)CN1CCCCC1)O (N-Benzoyl-N'-[2-hydroxy-3-[3-(1-piperidinylmethyl)phenoxy]propyl]-1,3,4-thiadiazole-2,5-diamine). As a reaction SMILES: [C:1]([N:9]=[C:10]=[S:11])(=[O:8])[C:2]1[CH:7]=[CH:6][CH:5]=[CH:4][CH:3]=1.[OH:12][CH:13]([CH2:20][O:21][C:22]1[CH:27]=[CH:26][CH:25]=[C:24]([CH2:28][N:29]2[CH2:34][CH2:33][CH2:32][CH2:31][CH2:30]2)[CH:23]=1)[CH2:14][NH:15][C:16]([NH:18][NH2:19])=S>C1COCC1>[C:1]([NH:9][C:10]1[S:11][C:16]([NH:15][CH2:14][CH:13]([OH:12])[CH2:20][O:21][C:22]2[CH:27]=[CH:26][CH:25]=[C:24]([CH2:28][N:29]3[CH2:30][CH2:31][CH2:32][CH2:33][CH2:34]3)[CH:23]=2)=[N:18][N:19]=1)(=[O:8])[C:2]1[CH:7]=[CH:6][CH:5]=[CH:4][CH:3]=1. Reported procedure: 0.33 g (2 mmol) of benzoyl isothiocyanate are added to 0.68 g (2 mmol) of N-[2-hydroxy-3-[3-(1-piperidinylmethyl)phenoxy]propyl]-hydrazine carbothioamide in 20 ml of THF and the reaction mixture is stirred overnight at room temperature. After removal of the THF by evaporation, the solid residue is washed with ether and dissolved in 30 ml of ethanol with heating, and 1 ml of 30% hydrogen peroxide is added. The sulphur which separates is filtered off, the filtrate is concentrated by evaporation an... Starting materials: C(C)(C)(C)OC(=O)CCC(C(=O)OC)=O (methyl 4-tert-butoxycarbonyl-2-oxobutanoate), C(C)(=O)O[BH-](OC(C)=O)OC(C)=O.[Na+] (sodium triacetoxyborohydride), C(C)(C)(C)OC(=O)CCCCCC(C(=O)OC)O (methyl 7-tert-butoxycarbonyl-2-hydroxyheptanoate). The product is C(C)(C)(C)OC(=O)CCC(C(=O)OC)O (Methyl 4-tert-Butoxycarbonyl-2-hydroxybutanoate). The yield is 27.7%. RXN SMILES: [C:1]([O:5][C:6]([CH2:8][CH2:9][C:10](=[O:15])[C:11]([O:13][CH3:14])=[O:12])=[O:7])([CH3:4])([CH3:3])[CH3:2].C(O[BH-](OC(=O)C)OC(=O)C)(=O)C.[Na+].C(OC(CCCCCC(O)C(OC)=O)=O)(C)(C)C>>[C:1]([O:5][C:6]([CH2:8][CH2:9][CH:10]([OH:15])[C:11]([O:13][CH3:14])=[O:12])=[O:7])([CH3:3])([CH3:4])[CH3:2] |f:1.2|. Procedure: Crude methyl 4-tert-butoxycarbonyl-2-oxobutanoate (1.65 g, 7.6 mmol) and sodium triacetoxyborohydride (1.6 g, 7.6 mmol) were reacted by the same procedure as described in Example 1 for the preparation of methyl 7-tert-butoxycarbonyl-2-hydroxyheptanoate to give the title compound (460 mg, 28% 2 steps) as a colorless liquid. The reactants are C(C(=C)C)(=O)OC(C)(C)C (tert-butyl methacrylate), C(CCCCCCCCCCC)S (n-dodecyl mercaptan), C(C(=C)C)(=O)OC (methyl methacrylate), C(C(=C)C)(=O)O (methacrylic acid). Reagents/catalysts: C(C1=CC=CC=C1)(=O)OOC(C1=CC=CC=C1)=O (benzoyl peroxide). The product is C(C(=C)C)(=O)OC(C)(C)C.C(C(=C)C)(=O)OC.C(C(=C)C)(=O)O (tert-butyl methacrylate methyl methacrylate methacrylic acid). Yield: 477.5%. RXN SMILES: [C:1]([O:6][C:7]([CH3:10])([CH3:9])[CH3:8])(=[O:5])[C:2]([CH3:4])=[CH2:3].[C:11]([O:16][CH3:17])(=[O:15])[C:12]([CH3:14])=[CH2:13].[C:18]([OH:23])(=[O:22])[C:19]([CH3:21])=[CH2:20].C(S)CCCCCCCCCCC>C(OOC(=O)C1C=CC=CC=1)(=O)C1C=CC=CC=1>[C:1]([O:6][C:7]([CH3:10])([CH3:9])[CH3:8])(=[O:5])[C:2]([CH3:4])=[CH2:3].[C:11]([O:16][CH3:17])(=[O:15])[C:12]([CH3:14])=[CH2:13].[C:18]([OH:23])(=[O:22])[C:19]([CH3:21])=[CH2:20] |f:5.6.7|. Procedure details: The reaction was performed under the same reaction conditions and by the same method as in Reference Example 4 using a mixture composed of 99.4 g of tert-butyl methacrylate, 20.0 g of methyl methacrylate, 5.6 g of methacrylic acid (the mole ratio of the above three monomers being 7:2:1), 1 g of benzoyl peroxide and 0.4 ml of n-dodecyl mercaptan. Thus, 102 g of tert-butyl methacrylate-methyl methacrylate-methacrylic acid copolymer (mole ratio 7.0:1.9:1.1) was obtained. Yield 80%. Acid value 46.9.... Reactants: [BH4-], CC(C)(C)c1cc(CC2CCCC2=O)cc(C(C)(C)C)c1, CC(=O)O, CCO, [Na+], O. The product is CC(C)(C)c1cc(CC2CCCC2O)cc(C(C)(C)C)c1. Reaction SMILES: [BH4-:22].[CH3:1][C:2]([CH3:3])([CH3:4])[c:5]1[cH:6][c:7]([CH2:15][CH:16]2[C:17](=[O:21])[CH2:18][CH2:19][CH2:20]2)[cH:8][c:9]([C:11]([CH3:12])([CH3:13])[CH3:14])[cH:10]1.[CH3:24][C:25](=[O:26])[OH:27].[CH3:28][CH2:29][OH:30].[Na+:23].[OH2:31]>>[CH3:1][C:2]([CH3:3])([CH3:4])[c:5]1[cH:6][c:7]([CH2:15][CH:16]2[CH:17]([OH:21])[CH2:18][CH2:19][CH2:20]2)[cH:8][c:9]([C:11]([CH3:12])([CH3:13])[CH3:14])[cH:10]1. The reactants are N#CC=C1CCCC1, CC#N, CC1(C)OB(c2cn[nH]c2)OC1(C)C, C1CCC2=NCCCN2CC1. Yields the product CC1(C)OB(c2cnn(C3(CC#N)CCCC3)c2)OC1(C)C. As a reaction SMILES: [C:1]1(=[CH:6][C:7]#[N:8])[CH2:2][CH2:3][CH2:4][CH2:5]1.[CH3:34][C:35]#[N:36].[CH3:9][C:10]1([CH3:22])[O:11][B:12]([c:17]2[cH:18][n:19][nH:20][cH:21]2)[O:13][C:14]1([CH3:15])[CH3:16].[N:23]12[CH2:24][CH2:25][CH2:26][N:27]=[C:28]1[CH2:29][CH2:30][CH2:31][CH2:32][CH2:33]2>>[C:1]1([CH2:6][C:7]#[N:8])([n:19]2[cH:18][c:17]([B:12]3[O:11][C:10]([CH3:9])([CH3:22])[C:14]([CH3:15])([CH3:16])[O:13]3)[cH:21][n:20]2)[CH2:2][CH2:3][CH2:4][CH2:5]1. Reactants: N1=C(C=CC=C1)N1C(=NC=C1)SCC1=C(C=CC=C1)NS(=O)(=O)C1=C(C=C(C=C1C)C)C (1-(2-pyridyl)-2-[2-(2,4,6-trimethylphenyl)sulfonylaminobenzylthio]imidazole), [H-].[Na+] (sodium hydride), O (water), CI (methyl iodide). Solvent: CN(C=O)C (dimethyl formamide), CN(C=O)C (dimethyl formamide). Conditions: time 30 minute. Yields the product N1=C(C=CC=C1)N1C(=NC=C1)SCC1=C(C=CC=C1)N(S(=O)(=O)C1=C(C=C(C=C1C)C)C)C (1-(2-pyridyl)-2-{2-[N-methyl-N-(2,4,6-trimethylphenyl)sulfonylamino]benzylthio}imidazole). As a reaction SMILES: [H-].[Na+].[N:3]1[CH:8]=[CH:7][CH:6]=[CH:5][C:4]=1[N:9]1[CH:13]=[CH:12][N:11]=[C:10]1[S:14][CH2:15][C:16]1[CH:21]=[CH:20][CH:19]=[CH:18][C:17]=1[NH:22][S:23]([C:26]1[C:31]([CH3:32])=[CH:30][C:29]([CH3:33])=[CH:28][C:27]=1[CH3:34])(=[O:25])=[O:24].[CH3:35]I.O>CN(C)C=O>[N:3]1[CH:8]=[CH:7][CH:6]=[CH:5][C:4]=1[N:9]1[CH:13]=[CH:12][N:11]=[C:10]1[S:14][CH2:15][C:16]1[CH:21]=[CH:20][CH:19]=[CH:18][C:17]=1[N:22]([CH3:35])[S:23]([C:26]1[C:27]([CH3:34])=[CH:28][C:29]([CH3:33])=[CH:30][C:31]=1[CH3:32])(=[O:25])=[O:24] |f:0.1|. Procedure details: 100 mg of 60% sodium hydride are suspended in 2 ml of dimethyl formamide, and a solution of one g of 1-(2-pyridyl)-2-[2-(2,4,6-trimethylphenyl)sulfonylaminobenzylthio]imidazole in 2 ml of dimethyl formamide is added thereto under ice-cooling. The mixture is stirred at room temperature for 30 minutes, and 320 mg of methyl iodide are added thereto. The mixture is stirred for 2 hours. The reaction mixture is poured into water, and the resultant oily product is extracted with ethyl acetate. The extr...